From a dataset of the Open Reaction Database (ORD), a public repository of structured organic reaction records. describe an organic reaction: reactants, conditions, products, and yield The reactants are C1(=CC=CC=C1)P(C1=CC=CC=C1)C1=CC=CC=C1 (triphenylphosphine), OCCC1CN=C(S1)C=1NC2=C(C=CC=C2C1)N(S(=O)(=O)C=1SC=CC1)C (N-{2-[5-(2-hydroxyethyl)-4,5-dihydro-1,3-thiazol-2-yl]-1H-indol-7-yl}-N-methylthiophene-2-sulfonamide), C1(=CC=CC=C1)P(C1=CC=CC=C1)C1=CC=CC=C1 (triphenylphosphine), N(=NC(=O)OCC)C(=O)OCC (diethyl azodicarboxylate), C1(=CC=CC=C1)P(=O)(C1=CC=CC=C1)N=[N+]=[N-] (diphenylphosphorylazide), C(O)([O-])=O.[Na+] (sodium hydrogencarbonate). The solvent is O1CCCC1 (tetrahydrofuran), O (water), O1CCCC1 (tetrahydrofuran), C1(=CC=CC=C1)C (toluene). Reaction conditions: time 24 hour. Yields the product NCCC1CN=C(S1)C=1NC2=C(C=CC=C2C1)N(S(=O)(=O)C=1SC=CC1)C (N-{2-[5-(2-aminoethyl)-4,5-dihydro-1,3-thiazol-2-yl]-1H-indol-7-yl}-N-methylthiophene-2-sulfonamide). Isolated yield 41.0%. RXN SMILES: O[CH2:2][CH2:3][CH:4]1[S:8][C:7]([C:9]2[NH:10][C:11]3[C:16]([CH:17]=2)=[CH:15][CH:14]=[CH:13][C:12]=3[N:18]([CH3:27])[S:19]([C:22]2[S:23][CH:24]=[CH:25][CH:26]=2)(=[O:21])=[O:20])=[N:6][CH2:5]1.C1(P(C2C=CC=CC=2)C2C=CC=CC=2)C=CC=CC=1.[N:47](C(OCC)=O)=NC(OCC)=O.C1(P(N=[N+]=[N-])(C2C=CC=CC=2)=O)C=CC=CC=1.C(=O)([O-])O.[Na+]>O1CCCC1.O.C1(C)C=CC=CC=1>[NH2:47][CH2:2][CH2:3][CH:4]1[S:8][C:7]([C:9]2[NH:10][C:11]3[C:16]([CH:17]=2)=[CH:15][CH:14]=[CH:13][C:12]=3[N:18]([CH3:27])[S:19]([C:22]2[S:23][CH:24]=[CH:25][CH:26]=2)(=[O:21])=[O:20])=[N:6][CH2:5]1 |f:4.5|. Reported procedure: To a solution of N-{2-[5-(2-hydroxyethyl)-4,5-dihydro-1,3-thiazol-2-yl]-1H-indol-7-yl}-N-methylthiophene-2-sulfonamide (0.242 g) in tetrahydrofuran (5 mL) were added triphenylphosphine (0.301 g), a 40% toluene solution (0.500 g) of diethyl azodicarboxylate and diphenylphosphorylazide (0.247 mL), and the mixture was stirred at room temperature for 2 hr. The reaction solution was concentrated under reduced pressure, and the residue was purified by silica gel column chromatography (ethyl acetate:he...